From a dataset of the Open Reaction Database (ORD), a public repository of structured organic reaction records. describe an organic reaction: reactants, conditions, products, and yield Starting materials: N(=[N+]=[N-])[C@@H]1C[C@]2(C)[C@@H](C1)[C@@H]1CCC=3C=C(C=CC3[C@H]1CC2)OC (16β-azido-3-methoxy-estra-1,3,5(10)-triene), C(=O)([O-])C(O)C(O)C(=O)[O-].[Na+].[Na+] (sodium tartrate), [H-].[Al+3].[Li+].[H-].[H-].[H-] (lithium aluminum hydride), CCOCC.O (ether water). Run in C1CCOC1 (THF), C1CCOC1 (THF). Reaction conditions: time 30 minute. The product is N[C@@H]1C[C@]2(C)[C@@H](C1)[C@@H]1CCC=3C=C(C=CC3[C@H]1CC2)OC (16β-Amino-3-methoxy-estra-1,3,5(10)-triene). RXN SMILES: [N:1]([C@H:4]1[CH2:9][C@H:8]2[C@H:10]3[C@H:19]([CH2:20][CH2:21][C@:6]2([CH3:7])[CH2:5]1)[C:18]1[CH:17]=[CH:16][C:15]([O:22][CH3:23])=[CH:14][C:13]=1[CH2:12][CH2:11]3)=[N+]=[N-].[H-].[Al+3].[Li+].[H-].[H-].[H-].CCOCC.O.C(C(C(C([O-])=O)O)O)([O-])=O.[Na+].[Na+]>C1COCC1>[NH2:1][C@H:4]1[CH2:9][C@H:8]2[C@H:10]3[C@H:19]([CH2:20][CH2:21][C@:6]2([CH3:7])[CH2:5]1)[C:18]1[CH:17]=[CH:16][C:15]([O:22][CH3:23])=[CH:14][C:13]=1[CH2:12][CH2:11]3 |f:1.2.3.4.5.6,7.8,9.10.11|. Reported procedure: To a stirred solution of 1.28 g (4.1 mmol) 16β-azido-3-methoxy-estra-1,3,5(10)-triene in 30 ml abs. THF, 10 ml of a 1M lithium aluminum hydride solution in THF (Fluka) is added dropwise under cooling. The mixture is stirred for further 30 min at RT, followed by cautious addition of ether/water at 0° C. and subsequent addition of sodium tartrate solution. After three subsequent extractions of the aqueous phase with ether, the combined organic phases are washed twice with water, dried with sodium ...